Dataset: the Open Reaction Database (ORD), a public repository of structured organic reaction records. Task: describe an organic reaction: reactants, conditions, products, and yield Reactants: CN (methylamine), FCON=C(C(=O)OC)C1=C(C=CC=C1)COC1=C(C=CC=C1)C (2-(2-methylphenoxymethyl)-phenylglyoxalic acid methyl ester O-fluoromethyl oxime). The solvent is CO (methanol). Reaction conditions: time 24 hour. Yields the product FCON=C(C(=O)NC)C1=C(C=CC=C1)COC1=C(C=CC=C1)C (2-(2-methylphenoxymethyl)-phenylglyoxalic acid N-methylamide O-fluoromethyl oxime). Reaction SMILES: [CH3:1][NH2:2].[F:3][CH2:4][O:5][N:6]=[C:7]([C:12]1[CH:17]=[CH:16][CH:15]=[CH:14][C:13]=1[CH2:18][O:19][C:20]1[CH:25]=[CH:24][CH:23]=[CH:22][C:21]=1[CH3:26])[C:8](OC)=[O:9]>CO>[F:3][CH2:4][O:5][N:6]=[C:7]([C:12]1[CH:17]=[CH:16][CH:15]=[CH:14][C:13]=1[CH2:18][O:19][C:20]1[CH:25]=[CH:24][CH:23]=[CH:22][C:21]=1[CH3:26])[C:8]([NH:2][CH3:1])=[O:9]. Reported procedure: 2 ml of 33% methylamine solution (in ethanol) are added to a solution of 1.02 g of 2-(2-methylphenoxymethyl)-phenylglyoxalic acid methyl ester O-fluoromethyl oxime in 30 ml of methanol and the reaction mixture is left to stand for 24 hours. Concentration by evaporation is then carried out in vacuo and the concentrate is crystallised from hexane. Pure 2-(2-methylphenoxymethyl)-phenylglyoxalic acid N-methylamide O-fluoromethyl oxime is obtained; m.p. 86°-88° C.